Dataset: the Open Reaction Database (ORD), a public repository of structured organic reaction records. Task: describe an organic reaction: reactants, conditions, products, and yield The reactants are solution, Cl (hydrochloric acid), C(C)(C)(C)OC(=O)NC1CCN(CC1)C1=NC=C(C=C1)C(=O)OCC (4-tert-butoxycarbonylamino-1-(5-ethoxycarbonyl-pyrid-2-yl) piperidine). The solvent is C(C)(=O)OCC (ethyl acetate), C(C)(=O)OCC (ethyl acetate). Reaction conditions: time 10 hour. Product: NC1CCN(CC1)C1=NC=C(C=C1)C(=O)OCC (4-amino-1-(5-ethoxycarbonylpyrid-2-yl)piperidine). Reaction SMILES: C(OC([NH:8][CH:9]1[CH2:14][CH2:13][N:12]([C:15]2[CH:20]=[CH:19][C:18]([C:21]([O:23][CH2:24][CH3:25])=[O:22])=[CH:17][N:16]=2)[CH2:11][CH2:10]1)=O)(C)(C)C.Cl>C(OCC)(=O)C>[NH2:8][CH:9]1[CH2:14][CH2:13][N:12]([C:15]2[CH:20]=[CH:19][C:18]([C:21]([O:23][CH2:24][CH3:25])=[O:22])=[CH:17][N:16]=2)[CH2:11][CH2:10]1. Reported procedure: The product of stage b) is dissolved in ethyl acetate, a 3N solution of hydrochloric acid in ethyl acetate is added and the mixture is left stirring at ambient temperature for 10 hours. The product is filtered off and washed with acetone. The title product is obtained. M.p.: 148-150° C. The reactants are CN(C(=O)C1=CC2=C(N=C(N=C2)NC2=NC=C(C=C2)C=O)N1C1CCCC1)C (7-cyclopentyl-2-(5-formyl-pyridin-2-ylamino)-7H-pyrrolo[2,3-d]pyrimidine-6-carboxylic acid dimethylamide), C(C)(C)(C)OC(=O)N1CCNCC1 (piperazine-1-carboxylic acid tert-butyl ester). The product is C(C)(C)(C)OC(=O)N1CCN(CC1)CC=1C=NC(=CC1)NC=1N=CC2=C(N1)N(C(=C2)C(N(C)C)=O)C2CCCC2 (4-[6-(7-cyclopentyl-6-dimethylcarbamoyl-7H-pyrrolo[2,3-d]pyrimidin-2-ylamino)-pyridin-3-ylmethyl]-piperazine-1-carboxylic acid tert-butyl ester). Yield: 65.5%. RXN SMILES: [CH3:1][N:2]([CH3:28])[C:3]([C:5]1[N:22]([CH:23]2[CH2:27][CH2:26][CH2:25][CH2:24]2)[C:8]2[N:9]=[C:10]([NH:13][C:14]3[CH:19]=[CH:18][C:17]([CH:20]=O)=[CH:16][N:15]=3)[N:11]=[CH:12][C:7]=2[CH:6]=1)=[O:4].[C:29]([O:33][C:34]([N:36]1[CH2:41][CH2:40][NH:39][CH2:38][CH2:37]1)=[O:35])([CH3:32])([CH3:31])[CH3:30]>>[C:29]([O:33][C:34]([N:36]1[CH2:41][CH2:40][N:39]([CH2:20][C:17]2[CH:16]=[N:15][C:14]([NH:13][C:10]3[N:11]=[CH:12][C:7]4[CH:6]=[C:5]([C:3](=[O:4])[N:2]([CH3:1])[CH3:28])[N:22]([CH:23]5[CH2:27][CH2:26][CH2:25][CH2:24]5)[C:8]=4[N:9]=3)=[CH:19][CH:18]=2)[CH2:38][CH2:37]1)=[O:35])([CH3:32])([CH3:30])[CH3:31]. Procedure details: Following General Procedure B, 7-cyclopentyl-2-(5-formyl-pyridin-2-ylamino)-7H-pyrrolo[2,3-d]pyrimidine-6-carboxylic acid dimethylamide (0.35 g, 0.926 mmol) and piperazine-1-carboxylic acid tert-butyl ester (0.19 g, 1.02 mmol) gave 4-[6-(7-cyclopentyl-6-dimethylcarbamoyl-7H-pyrrolo[2,3-d]pyrimidin-2-ylamino)-pyridin-3-ylmethyl]-piperazine-1-carboxylic acid tert-butyl ester as a white solid (0.333 g, 60%). The material is used directly in the next step. MS (ESI) m/z 549.3 (M+H)− The reactants are IC=1C=C(C=CC1C)N(S(=O)(=O)CC)CC=1C=NC=CC1 (N-(3-iodo-4-methylphenyl)-N-(ethylsulfonyl)pyrid-3-ylmethylamine), C(#N)C1=CC=C(C=C1)B(O)O (4-cyanophenylboronic acid), C([O-])([O-])=O.[Na+].[Na+] (sodium carbonate). The reagents and catalysts are C=1C=CC(=CC1)[P](C=2C=CC=CC2)(C=3C=CC=CC3)[Pd]([P](C=4C=CC=CC4)(C=5C=CC=CC5)C=6C=CC=CC6)([P](C=7C=CC=CC7)(C=8C=CC=CC8)C=9C=CC=CC9)[P](C=1C=CC=CC1)(C=1C=CC=CC1)C=1C=CC=CC1 (tetrakis(triphenylphosphine)palladium(0)), C=1C=CC(=CC1)[P](C=2C=CC=CC2)(C=3C=CC=CC3)[Pd]([P](C=4C=CC=CC4)(C=5C=CC=CC5)C=6C=CC=CC6)([P](C=7C=CC=CC7)(C=8C=CC=CC8)C=9C=CC=CC9)[P](C=1C=CC=CC1)(C=1C=CC=CC1)C=1C=CC=CC1 (tetrakis(triphenylphosphine)palladium(0)). The solvent is O1CCOCC1 (1,4-dioxane). Reaction conditions: time 16 hour. Product: CC1=C(C=C(C=C1)N(S(=O)(=O)CC)CC=1C=NC=CC1)C1=CC=C(C=C1)C#N ((4-Methyl-3-(4-cyanophenyl)phenyl)-N-(ethanesulfonyl)pyrid-3-ylmethylamine). RXN SMILES: I[C:2]1[CH:3]=[C:4]([N:9]([CH2:15][C:16]2[CH:17]=[N:18][CH:19]=[CH:20][CH:21]=2)[S:10]([CH2:13][CH3:14])(=[O:12])=[O:11])[CH:5]=[CH:6][C:7]=1[CH3:8].[C:22]([C:24]1[CH:29]=[CH:28][C:27](B(O)O)=[CH:26][CH:25]=1)#[N:23].C(=O)([O-])[O-].[Na+].[Na+]>O1CCOCC1.C1C=CC([P]([Pd]([P](C2C=CC=CC=2)(C2C=CC=CC=2)C2C=CC=CC=2)([P](C2C=CC=CC=2)(C2C=CC=CC=2)C2C=CC=CC=2)[P](C2C=CC=CC=2)(C2C=CC=CC=2)C2C=CC=CC=2)(C2C=CC=CC=2)C2C=CC=CC=2)=CC=1>[CH3:8][C:7]1[CH:6]=[CH:5][C:4]([N:9]([CH2:15][C:16]2[CH:17]=[N:18][CH:19]=[CH:20][CH:21]=2)[S:10]([CH2:13][CH3:14])(=[O:12])=[O:11])=[CH:3][C:2]=1[C:27]1[CH:28]=[CH:29][C:24]([C:22]#[N:23])=[CH:25][CH:26]=1 |f:2.3.4,^1:48,50,69,88|. Procedure: A solution of N-(3-iodo-4-methylphenyl)-N-(ethylsulfonyl)pyrid-3-ylmethylamine (103 mg,0.247 mmol) and 4-cyanophenylboronic acid (55 mg, 0.371 mmol) in 4 ml of 1,4-dioxane stirring under nitrogen was treated with 2M sodium carbonate (0.37 mL, 0.741 mmol) and tetrakis(triphenylphosphine)palladium(0) (12.6 mg, 0.011 mmol). This was refluxed for three hours and then allowed to stir at room temperature for 16 hours. The reaction had not completed after this time so the reaction was treated with an a...